From a dataset of the Open Reaction Database (ORD), a public repository of structured organic reaction records. describe an organic reaction: reactants, conditions, products, and yield Starting materials: C=CC1OC(C)(C)OC1C(CC#N)OCOC, Cc1ccccc1, CCOCC, CC(C)[Al+]C(C)C, [H-], O=S(=O)(O)O. The product is C=CC1OC(C)(C)OC1C(CC=O)OCOC. Reaction SMILES: [CH3:1][C:2]1([CH3:17])[O:3][CH:4]([CH:5]([CH2:6][C:7]#[N:8])[O:9][CH2:10][O:11][CH3:12])[CH:13]([CH:14]=[CH2:15])[O:16]1.[CH3:31][c:32]1[cH:33][cH:34][cH:35][cH:36][cH:37]1.[CH3:38][CH2:39][O:40][CH2:41][CH3:42].[CH:19]([Al+:20][CH:21]([CH3:22])[CH3:23])([CH3:24])[CH3:25].[H-:18].[S:26]([OH:27])(=[O:28])(=[O:29])[OH:30]>>[CH3:1][C:2]1([CH3:17])[O:3][CH:4]([CH:5]([CH2:6][CH:7]=[O:27])[O:9][CH2:10][O:11][CH3:12])[CH:13]([CH:14]=[CH2:15])[O:16]1. Starting materials: NC(C(C)(C)C)C (3-amino-2,2-dimethylbutane), C(CNC(=O)C1=CC=CC=C1)(=O)O (hippuric acid), C1(CCCCC1)N=C=NC1CCCCC1 (dicyclohexylcarbodiimide). The solvent is C(C)(=O)OCC (ethyl acetate). Conditions: time 2 hour. Yields the product CC(C(C)(C)C)NC(CNC(C1=CC=CC=C1)=O)=O (N-(1,2,2-Trimethylpropyl)-2-benzoylaminoacetamide). The yield is 66.3%. Reaction SMILES: C1(N=C=NC2CCCCC2)CCCCC1.[NH2:16][CH:17]([CH3:22])[C:18]([CH3:21])([CH3:20])[CH3:19].[C:23](O)(=[O:34])[CH2:24][NH:25][C:26]([C:28]1[CH:33]=[CH:32][CH:31]=[CH:30][CH:29]=1)=[O:27]>C(OCC)(=O)C>[CH3:22][CH:17]([NH:16][C:23](=[O:34])[CH2:24][NH:25][C:26](=[O:27])[C:28]1[CH:29]=[CH:30][CH:31]=[CH:32][CH:33]=1)[C:18]([CH3:21])([CH3:20])[CH3:19]. Procedure: 2.2 g of dicyclohexylcarbodiimide were added to 30 ml of an ethyl acetate solution containing 1.0 g of 3-amino-2,2-dimethylbutane and 1.7 g of hippuric acid in an ice bath. The reaction solution was stirred for 2 hours at room temperature and then allowed to stand overnight. The solid material which separated was filtered off, after which the filtrate was washed with a 10% w/v aqueous solution of sodium hydroxide, then with 1N aqueous hydrochloric acid, and finally with a saturated aqueous sodiu... Reactants: [OH-].[Na+] (NaOH), ClC1=C(COCCO)C(=CC=C1)Cl (2-(2,6-dichlorobenzyloxy)ethanol), BrCCCCCCBr (1,6-dibromohexane), O (water). Reagents/catalysts: [Br-].C(CCC)[N+](CCCC)(CCCC)CCCC (tetrabutylammonium bromide). Solvent: C1(=CC=CC=C1)C (toluene), C1(=CC=CC=C1)C (toluene). Product: BrCCCCCCOCCOCC1=C(C=CC=C1Cl)Cl (2-[2-(6-Bromo-hexyloxy)-ethoxymethyl]-1,3-dichloro-benzene). Yield: 61.2%. Reaction SMILES: [OH-].[Na+].[Cl:3][C:4]1[CH:14]=[CH:13][CH:12]=[C:11]([Cl:15])[C:5]=1[CH2:6][O:7][CH2:8][CH2:9][OH:10].[Br:16][CH2:17][CH2:18][CH2:19][CH2:20][CH2:21][CH2:22]Br.O>[Br-].C([N+](CCCC)(CCCC)CCCC)CCC.C1(C)C=CC=CC=1>[Br:16][CH2:17][CH2:18][CH2:19][CH2:20][CH2:21][CH2:22][O:10][CH2:9][CH2:8][O:7][CH2:6][C:5]1[C:4]([Cl:3])=[CH:14][CH:13]=[CH:12][C:11]=1[Cl:15] |f:0.1,5.6|. Reported procedure: 50% aq NaOH (1.89 L), 2-(2,6-dichlorobenzyloxy)ethanol (473.2 g), 1,6-dibromohexane (2.44 kg, 5eq) and tetrabutylammonium bromide (34.1 g, 5 mol %) in toluene (1.89 L) was heated to 55-60° C. for 8-20 h. On cooling water (558 mL) and toluene (558 mL) were added. The aqueous phase was separated and diluted with water (1 L) then back extracted with toluene (1.1 L). The combined toluene extracts were washed twice with water (2.2 L), then evaporated to dryness on a rotary evaporator. The excess 1,6-... Conditions: time 4 hour. Yields the product OC(C(F)(F)F)(C(F)(F)F)C=1C2=C(OC1C)C(=CC=C2)[N+](=O)[O-] (3-(1-hydroxy-2,2,2-trifluoro-1-trifluoromethylethyl)-2-methyl-7-nitrobenzo[b]furan). As a reaction SMILES: [CH3:1][C:2]1[O:6][C:5]2[C:7]([N+:11]([O-:13])=[O:12])=[CH:8][CH:9]=[CH:10][C:4]=2[CH:3]=1.[Cl-].[Al+3].[Cl-].[Cl-].[F:18][C:19]([F:27])([F:26])[C:20]([C:22]([F:25])([F:24])[F:23])=[O:21].O.O.O.FC(F)(F)C(C(F)(F)F)=O.S(=O)(=O)(O)O.Cl>ClCCl>[OH:21][C:20]([C:3]1[C:4]2[CH:10]=[CH:9][CH:8]=[C:7]([N+:11]([O-:13])=[O:12])[C:5]=2[O:6][C:2]=1[CH3:1])([C:22]([F:25])([F:24])[F:23])[C:19]([F:27])([F:26])[F:18] |f:1.2.3.4,6.7.8.9|. The reactants are CC1=CC2=C(O1)C(=CC=C2)[N+](=O)[O-] (2-methyl-7-nitrobenzo[b]furan), [Cl-].[Al+3].[Cl-].[Cl-] (aluminum chloride), O.O.O.FC(C(=O)C(F)(F)F)(F)F (hexafluoroacetone trihydrate), S(O)(O)(=O)=O (sulfuric acid), FC(C(=O)C(F)(F)F)(F)F (hexafluoroacetone), Cl (hydrochloric acid). Run in ClCCl (dichloromethane). Procedure: Into a mixture of 2-methyl-7-nitrobenzo[b]furan (200 mg) and aluminum chloride (301 mg) in dichloromethane was passed hexafluoroacetone gas which was made from hexafluoroacetone trihydrate (4.7 ml) and conc. sulfuric acid (15 ml). The mixture was stirred at ambient temperature for 4 hours and then, cooled to 4° C. To the mixture was added 1N-hydrochloric acid dropwise. The organic layer was separated, washed with brine, dried over sodium sulfate and concentrated in vacuo. The residue was purifie... Reactants: C(C)(C)(C)C=1C=C(C=C(C1O)C(C)(C)C)C(CC(=O)NC)=O (3-(3,5-ditert-butyl-4-hydroxy-phenyl)-N-methyl-3-oxo-propanamide), C1(=CC=CC=C1)C (toluene), COC(N(C)C)OC (N,N-dimethylformamide dimethyl acetal). Solvent: CO (methanol). Reaction conditions: time 5 hour. Product: C(C)(C)(C)C=1C=C(C(=O)C(C(=O)NC)=CN(C)C)C=C(C1O)C(C)(C)C (2-(3,5-ditert-butyl-4-hydroxy-benzoyl)-3-dimethylamino-N-methyl-prop-2-enamide). The yield is 98.5%. RXN SMILES: [C:1]([C:5]1[CH:6]=[C:7]([C:16](=[O:22])[CH2:17][C:18]([NH:20][CH3:21])=[O:19])[CH:8]=[C:9]([C:12]([CH3:15])([CH3:14])[CH3:13])[C:10]=1[OH:11])([CH3:4])([CH3:3])[CH3:2].C1(C)C=CC=CC=1.CO[CH:32](OC)[N:33]([CH3:35])[CH3:34]>CO>[C:1]([C:5]1[CH:6]=[C:7]([CH:8]=[C:9]([C:12]([CH3:14])([CH3:15])[CH3:13])[C:10]=1[OH:11])[C:16]([C:17](=[CH:32][N:33]([CH3:35])[CH3:34])[C:18]([NH:20][CH3:21])=[O:19])=[O:22])([CH3:2])([CH3:3])[CH3:4]. Reported procedure: A 100-mL round bottom flask was charged with 3-(3,5-ditert-butyl-4-hydroxy-phenyl)-N-methyl-3-oxo-propanamide (3.05 mg, 10 mmol) and toluene (20 mL). The mixture was heated and to the resulting hot solution was added N,N-dimethylformamide dimethyl acetal (1.50 mL, 11.3 mmol) with evolution of methanol. The mixture was stirred for 5 h without further heating then evaporated to an oil that was taken up in ethyl acetate (50 mL). The resulting solution was washed with water (4×50 mL) then with brine... Yield: 85.0%. Reported procedure: Acetic formic anhydride is generated by dropwise addition of 98% formic acid (1472 mg, 32 mmol) to 2655 mg (26 mmol) of acetic anhydride maintained at 0° C. followed by gentle heating at 50°-60° C. for 2 h. The mixture is cooled to -15° C. and 20 ml of THF are added. To the resulting solution is added dropwise at -15° C. a solution of 1-(2-methoxynaphth-1-yl)-1-(phenylthio)-2-aminoethane (3094 mg, 10 mmol) in THF (50 ml). The reaction mixture is allowed to warm to room temperature and the volati... Starting materials: C(=O)OC(C)=O (Acetic formic anhydride), C(=O)O (formic acid), C(C)(=O)OC(C)=O (acetic anhydride), COC1=C(C2=CC=CC=C2C=C1)C(CN)SC1=CC=CC=C1 (1-(2-methoxynaphth-1-yl)-1-(phenylthio)-2-aminoethane). The product is C1(=CC=CC=C1)SC(CNC=O)C1=C(C=CC2=CC=CC=C12)OC (1-(1-phenylthio-2-formylaminoethyl)-2-methoxynaphthalene). RXN SMILES: [CH:1](OC(=O)C)=[O:2].C(O)=O.C(OC(=O)C)(=O)C.[CH3:17][O:18][C:19]1[CH:28]=[CH:27][C:26]2[C:21](=[CH:22][CH:23]=[CH:24][CH:25]=2)[C:20]=1[CH:29]([S:32][C:33]1[CH:38]=[CH:37][CH:36]=[CH:35][CH:34]=1)[CH2:30][NH2:31]>C1COCC1>[C:33]1([S:32][CH:29]([C:20]2[C:21]3[C:26](=[CH:25][CH:24]=[CH:23][CH:22]=3)[CH:27]=[CH:28][C:19]=2[O:18][CH3:17])[CH2:30][NH:31][CH:1]=[O:2])[CH:38]=[CH:37][CH:36]=[CH:35][CH:34]=1. The solvent is C1CCOC1 (THF), C1CCOC1 (THF). Reaction conditions: temperature 0 celsius. The reactants are C(C1=CC=CC=C1)(C1=CC=CC=C1)N1CCNCC1 (benzhydrylpiperazine), ClCCCS(=O)(=O)Cl (3-chloropropanesulfonyl chloride), C(Cl)(Cl)Cl (chloroform), TEA. The solvent is ClCCl (dichloromethane), ClCCl (dichloromethane). Conditions: temperature 0 celsius, time 2 hour. The product is C1(=CC=CC=C1)C(N1CCN(CC1)S(=O)(=O)CCCCl)C1=CC=CC=C1 (1-diphenylmethyl-4-(3-chloropropanesulfonyl)-piperazine). As a reaction SMILES: [CH:1]([N:14]1[CH2:19][CH2:18][NH:17][CH2:16][CH2:15]1)([C:8]1[CH:13]=[CH:12][CH:11]=[CH:10][CH:9]=1)[C:2]1[CH:7]=[CH:6][CH:5]=[CH:4][CH:3]=1.[Cl:20][CH2:21][CH2:22][CH2:23][S:24](Cl)(=[O:26])=[O:25].C(Cl)(Cl)Cl>ClCCl>[C:2]1([CH:1]([C:8]2[CH:13]=[CH:12][CH:11]=[CH:10][CH:9]=2)[N:14]2[CH2:19][CH2:18][N:17]([S:24]([CH2:23][CH2:22][CH2:21][Cl:20])(=[O:26])=[O:25])[CH2:16][CH2:15]2)[CH:7]=[CH:6][CH:5]=[CH:4][CH:3]=1. Reported procedure: 39.2 g (155 mmol) benzhydrylpiperazine and 19.7 ml (141 mmol) TEA are present in 100 ml absolute dichloromethane and cooled to ca. 0° C. under moisture exclusion. 25 g (141 mmol) 3-chloropropanesulfonyl chloride are dissolved in 70 ml absolute dichloromethane and added dropwise. The mixture is stirred for two hours under cooling and subsequently mixed with chloroform and washed with saturated NaCl solution. The organic phase is dried over sodium sulfate and concentrated under vacuum until dry. T... Starting materials: ClC1=CC=C(C=C1)CCC1(OC1)C(CCC)(C)C (2-(4-chlorophenylethyl)-2-(1,1-dimethylbutyl)-oxirane), N1N=CN=C1 (1,2,4-triazole), [OH-].[Na+] (sodium hydroxide), O (water). Run in CN1C(CCC1)=O (N-methylpyrrolidone). The product is ClC1=CC=C(C=C1)CCC(C(CCC)(C)C)(O)CN1N=CN=C1 (1-(4-chlorophenyl)-4,4-dimethyl-3-(1,2,4-triazol-1-yl-methyl)-3-heptanol). Isolated yield 61.9%. Reaction SMILES: [Cl:1][C:2]1[CH:7]=[CH:6][C:5]([CH2:8][CH2:9][C:10]2([C:13]([CH3:18])([CH3:17])[CH2:14][CH2:15][CH3:16])[CH2:12][O:11]2)=[CH:4][CH:3]=1.[NH:19]1[CH:23]=[N:22][CH:21]=[N:20]1.[OH-].[Na+].O>CN1CCCC1=O>[Cl:1][C:2]1[CH:7]=[CH:6][C:5]([CH2:8][CH2:9][C:10]([CH2:12][N:19]2[CH:23]=[N:22][CH:21]=[N:20]2)([OH:11])[C:13]([CH3:18])([CH3:17])[CH2:14][CH2:15][CH3:16])=[CH:4][CH:3]=1 |f:2.3|. Reported procedure: A solution of 20.5 g (0.077 mol) of 2-(4-chlorophenylethyl)-2-(1,1-dimethylbutyl)-oxirane, 5.3 g (0.077 mol) of 1,2,4-triazole, 1.0 g (0.025 mol) of sodium hydroxide, 1 ml of water and a spatula tipful of α,α'-azoisoutyronitrile in 50 ml of N-methylpyrrolidone is heated at 120° C. for 5 hours. After this, the solution is cooled to room temperature and concentrated by stripping off the solvent under reduced pressure, the remaining residue is dissolved in acetic acid and washed three times with wa... Starting materials: CNC(=O)CC(c1ccccc1)c1c[nH]c2cnccc12, Cl. The product is CNCCC(c1ccccc1)c1c[nH]c2cnccc12, Cl. RXN SMILES: [CH3:1][NH:2][C:3]([CH2:4][CH:5]([c:6]1[cH:7][nH:8][c:9]2[cH:10][n:11][cH:12][cH:13][c:14]12)[c:15]1[cH:16][cH:17][cH:18][cH:19][cH:20]1)=[O:21].[ClH:22]>>[CH3:1][NH:2][CH2:3][CH2:4][CH:5]([c:6]1[cH:7][nH:8][c:9]2[cH:10][n:11][cH:12][cH:13][c:14]12)[c:15]1[cH:16][cH:17][cH:18][cH:19][cH:20]1.[ClH:22].